From a dataset of the Open Reaction Database (ORD), a public repository of structured organic reaction records. describe an organic reaction: reactants, conditions, products, and yield The reactants are Brc1ccc2c(c1)OCO2, COc1ccc(Br)c(C=O)c1, C1CCOC1, [Cl-], [NH4+]. Product: COc1ccc(Br)c(C(O)c2ccc3c(c2)OCO3)c1. Reaction SMILES: [Br:12][c:13]1[cH:14][c:15]2[c:16]([cH:20][cH:21]1)[O:17][CH2:18][O:19]2.[Br:1][c:2]1[c:3]([CH:4]=[O:5])[cH:6][c:7]([O:10][CH3:11])[cH:8][cH:9]1.[CH2:24]1[O:25][CH2:26][CH2:27][CH2:28]1.[Cl-:22].[NH4+:23]>>[Br:1][c:2]1[c:3]([CH:4]([OH:5])[c:13]2[cH:14][c:15]3[c:16]([cH:20][cH:21]2)[O:17][CH2:18][O:19]3)[cH:6][c:7]([O:10][CH3:11])[cH:8][cH:9]1. Reactants: BrCCC1=CC=C(C=C1)C1=C(C=CC=C1)C(COC(C)=O)=O (4'-bromoethyl-2-(acetoxyacetyl) -1,1'-biphenyl), C(C)(C)(C)OC(=O)NC(CC(=O)N[C@H]1C(NC2=C(CC1)C=CC=C2)=O)(C)C (3-t-butoxycarbonylamino-3-methyl -N-[2,3,4,5-tetrahydro-2-oxo-1H-1-benzazepin-3(R)-yl]-butanamide). Product: C(C)(=O)OCC(=O)C1=C(C=CC=C1)C1=CC=C(C=C1)CN1C([C@@H](CCC2=C1C=CC=C2)NC(CC(C)(C)NC(OC(C)(C)C)=O)=O)=O (3-[[1-[[2'-(acetoxyacetyl)-[1,1'-biphenyl]-4-yl]methyl]-2,3,4,5-tetrahydro-2-oxo-1H-benzazepin -3(R)-yl]amino]-1,1-dimethyl-3-oxo-propylcarbamic acid, 1,1-dimethylethyl ester). As a reaction SMILES: BrC[CH2:3][C:4]1[CH:9]=[CH:8][C:7]([C:10]2[CH:15]=[CH:14][CH:13]=[CH:12][C:11]=2[C:16](=[O:22])[CH2:17][O:18][C:19](=[O:21])[CH3:20])=[CH:6][CH:5]=1.[C:23]([O:27][C:28]([NH:30][C:31]([CH3:49])([CH3:48])[CH2:32][C:33]([NH:35][C@@H:36]1[CH2:42][CH2:41][C:40]2[CH:43]=[CH:44][CH:45]=[CH:46][C:39]=2[NH:38][C:37]1=[O:47])=[O:34])=[O:29])([CH3:26])([CH3:25])[CH3:24]>>[C:19]([O:18][CH2:17][C:16]([C:11]1[CH:12]=[CH:13][CH:14]=[CH:15][C:10]=1[C:7]1[CH:6]=[CH:5][C:4]([CH2:3][N:38]2[C:39]3[CH:46]=[CH:45][CH:44]=[CH:43][C:40]=3[CH2:41][CH2:42][C@@H:36]([NH:35][C:33](=[O:34])[CH2:32][C:31]([NH:30][C:28](=[O:29])[O:27][C:23]([CH3:25])([CH3:24])[CH3:26])([CH3:48])[CH3:49])[C:37]2=[O:47])=[CH:9][CH:8]=1)=[O:22])(=[O:21])[CH3:20]. Procedure: Prepared from 4'-bromoethyl-2-(acetoxyacetyl) -1,1'-biphenyl and 3-t-butoxycarbonylamino-3-methyl -N-[2,3,4,5-tetrahydro-2-oxo-1H-1-benzazepin-3(R)-yl]-butanamide (Example 57, Step A) by the procedure described in Example 69, Step D. 1H NMR (200 MHz,CDCl3): 1.33 (s,6H), 1.39 (s,9H), 1.87 (m,1H), 2.03 (s,3H), 2.35-2.70 (m,5H), 4.36 (s,2H), 4.51 (m,1H), 4.85 (d,15 Hz,1H), 5.28 (d,15 Hz,1H), 6.66 (m,1H), 7.1-7.6 (m,12H). The yield is 50.5%. Procedure details: A solution of 1,1-dimethylethyl 2-((4-(methoxycarbonyl)phenylmethylamino)methyl)-1-piperidinecarboxylate (0.7 g, 2 mmol) in dichloroethane (10 mL) was treated with acetic acid (180 mg, 3 mmol) and formaldehyde (37% solution in water). After the addition of sodium triacetoxyborohydride (487 mg, 2.3 mmol) the reaction was stirred for 3 days. The reaction was poured into water and extracted with methylene chloride (2×). The organic phase was dried over sodium sulfate, filtered, and concentrated. Pu... The product is COC(=O)C1=CC=C(C=C1)CN(C)CC1N(CCCC1)C(=O)OC(C)(C)C (1,1-dimethylethyl 2-(((4-(methoxycarbonyl)phenylmethyl)(methyl)amino)methyl)-1-piperidinecarboxylate). The reactants are COC(=O)C1=CC=C(C=C1)CNCC1N(CCCC1)C(=O)OC(C)(C)C (1,1-dimethylethyl 2-((4-(methoxycarbonyl)phenylmethylamino)methyl)-1-piperidinecarboxylate), C(C)(=O)O (acetic acid), C=O (formaldehyde), C(C)(=O)O[BH-](OC(C)=O)OC(C)=O.[Na+] (sodium triacetoxyborohydride). Conditions: time 3 day. Run in ClC(C)Cl (dichloroethane), O (water). Reaction SMILES: [CH3:1][O:2][C:3]([C:5]1[CH:10]=[CH:9][C:8]([CH2:11][NH:12][CH2:13][CH:14]2[CH2:19][CH2:18][CH2:17][CH2:16][N:15]2[C:20]([O:22][C:23]([CH3:26])([CH3:25])[CH3:24])=[O:21])=[CH:7][CH:6]=1)=[O:4].[C:27](O)(=O)C.C=O.C(O[BH-](OC(=O)C)OC(=O)C)(=O)C.[Na+]>ClC(Cl)C.O>[CH3:1][O:2][C:3]([C:5]1[CH:10]=[CH:9][C:8]([CH2:11][N:12]([CH2:13][CH:14]2[CH2:19][CH2:18][CH2:17][CH2:16][N:15]2[C:20]([O:22][C:23]([CH3:26])([CH3:25])[CH3:24])=[O:21])[CH3:27])=[CH:7][CH:6]=1)=[O:4] |f:3.4|. Starting materials: [Cl-].[Cl-].[Cl-].C(C)(C)(C)C=1[N-]C(=C(N1)C(C)(C)C)C(C)(C)C.[Ti+4] (titanium 2,4,5-tri-tert-butyl-imidazolate trichloride), C[O-].[Li+] (lithium methoxide). Conditions: time 16 hour. Yields the product C[O-].[Cl-].[Cl-].C(C)(C)(C)C=1[N-]C(=C(N1)C(C)(C)C)C(C)(C)C.[Ti+4] (titanium (2,4,5-tri-tert-butyl-imidazolate)dichloride methoxide). RXN SMILES: [Cl-:1].[Cl-].[Cl-].[C:4]([C:8]1[N-:9][C:10]([C:17]([CH3:20])([CH3:19])[CH3:18])=[C:11]([C:13]([CH3:16])([CH3:15])[CH3:14])[N:12]=1)([CH3:7])([CH3:6])[CH3:5].[Ti+4:21].[CH3:22][O-:23].[Li+]>>[CH3:22][O-:23].[Cl-:1].[Cl-:1].[C:4]([C:8]1[N-:12][C:11]([C:13]([CH3:16])([CH3:15])[CH3:14])=[C:10]([C:17]([CH3:20])([CH3:19])[CH3:18])[N:9]=1)([CH3:7])([CH3:6])[CH3:5].[Ti+4:21] |f:0.1.2.3.4,5.6,7.8.9.10.11|. Procedure: Solution of 0.200 g (0.51 mmol) of titanium 2,4,5-tri-tert-butyl-imidazolate trichloride in 2 ml of d8-toluene was added to 0.08 g (2.11 mmol) of lithium methoxide at RT in a small vail inside nitrogen purged glove box. The slurry was agitated at RT for 16 hours and filtered. Solution analysis by 1H and 13C NMR indicated ˜78% conversion into titanium 2,4,5-tri-tert-butyl-imidazolatedichloride methoxide: Reactants: N1CCNCC1 (piperazine), ClC1=NC=CC(=C1)OCC (2-chloro-4-ethoxy-pyridine). Solvent: C(CCC)O (n-butanol). Run at temperature 115 celsius, time 1.5 day. Product: Cl.C(C)OC1=CC(=NC=C1)N1CCNCC1 (1-(4-ethoxy-pyridin-2-yl)-piperazine hydrochloride). The yield is 44.0%. As a reaction SMILES: [NH:1]1[CH2:6][CH2:5][NH:4][CH2:3][CH2:2]1.[Cl:7][C:8]1[CH:13]=[C:12]([O:14][CH2:15][CH3:16])[CH:11]=[CH:10][N:9]=1>C(O)CCC>[ClH:7].[CH2:15]([O:14][C:12]1[CH:11]=[CH:10][N:9]=[C:8]([N:1]2[CH2:6][CH2:5][NH:4][CH2:3][CH2:2]2)[CH:13]=1)[CH3:16] |f:3.4|. Procedure: 860 mg piperazine was added to 350 mg 2-chloro-4-ethoxy-pyridine in 3.5 mL n-butanol. The reaction was stirred 1.5 days at 115° C. The reaction was filtered and the filtrate was washed with water and evaporated. 1N HCl was added to the residue and the precpipate was filtered to give 238 mg of the desired product. Rt: 0.3 min (method B), (M+H)+: 208